describe an organic reaction: reactants, conditions, products, and yield From a dataset of the Open Reaction Database (ORD), a public repository of structured organic reaction records. The reactants are O=C1CCC(=O)N1Br, ClC(Cl)(Cl)Cl, C[Si](C)(C)CCOCn1cncc1C#N, C[Si](C)(C)CCOCn1cnc(C#N)c1. Yields the product C[Si](C)(C)CCOCn1cc(C#N)nc1Br. RXN SMILES: [Br:31][N:32]1[C:33](=[O:34])[CH2:35][CH2:36][C:37]1=[O:38].[C:39]([Cl:40])([Cl:41])([Cl:42])[Cl:43].[CH3:16][Si:17]([CH3:18])([CH3:19])[CH2:20][CH2:21][O:22][CH2:23][n:24]1[c:25]([C:26]#[N:27])[cH:28][n:29][cH:30]1.[CH3:1][Si:2]([CH2:3][CH2:4][O:5][CH2:6][n:7]1[cH:8][n:9][c:10]([C:12]#[N:13])[cH:11]1)([CH3:14])[CH3:15]>>[CH3:1][Si:2]([CH2:3][CH2:4][O:5][CH2:6][n:7]1[c:8]([Br:31])[n:9][c:10]([C:12]#[N:13])[cH:11]1)([CH3:14])[CH3:15]. Starting materials: BrCC1=CC=C(C=C1)OCCCCCCCCCCCCCC (1-(Bromomethyl)-4-(tetradecyloxy)benzene), N1=CC=C(C=C1)CNC(C)=O (N-(4-Pyridinylmethyl)acetamide), [H-].[Na+] (sodium hydride). Run in O1CCCC1 (tetrahydrofuran). Reaction conditions: time 18 hour. The product is N1=CC=C(C=C1)CN(C(C)=O)CC1=CC=C(C=C1)OCCCCCCCCCCCCCC (N-(4-Pyridinylmethyl)-N-[[4-(tetradecyloxy)phenyl]methyl]acetamide). Yield: 28.6%. As a reaction SMILES: Br[CH2:2][C:3]1[CH:8]=[CH:7][C:6]([O:9][CH2:10][CH2:11][CH2:12][CH2:13][CH2:14][CH2:15][CH2:16][CH2:17][CH2:18][CH2:19][CH2:20][CH2:21][CH2:22][CH3:23])=[CH:5][CH:4]=1.[N:24]1[CH:29]=[CH:28][C:27]([CH2:30][NH:31][C:32](=[O:34])[CH3:33])=[CH:26][CH:25]=1.[H-].[Na+]>O1CCCC1>[N:24]1[CH:29]=[CH:28][C:27]([CH2:30][N:31]([CH2:2][C:3]2[CH:8]=[CH:7][C:6]([O:9][CH2:10][CH2:11][CH2:12][CH2:13][CH2:14][CH2:15][CH2:16][CH2:17][CH2:18][CH2:19][CH2:20][CH2:21][CH2:22][CH3:23])=[CH:5][CH:4]=2)[C:32](=[O:34])[CH3:33])=[CH:26][CH:25]=1 |f:2.3|. Procedure: The title compound is prepared by the procedure of Example 27 using 2.55 g of product from Example 20, 0.999 g of product from Example 15, 0.319 g of washed 50% sodium hydride and 30 ml of tetrahydrofuran. The reaction is stirred at room temperature for 18 hours, heated at reflux temperature for 24 hours; followed by stirring at room temperature for an additional 48 hours. The residue is purified by column chromatography (silica gel: 5% methyl alcohol/ethyl acetate) to give 0.862 g of the desire... Starting materials: O=C(c1ncc[nH]1)c1ncc[nH]1, O=C(O)CC(c1ccc(OC(F)F)c(OCC2CC2)c1)N1C(=O)c2ccccc2C1=O, Cl, NO, C1CCOC1, O. Yields the product O=C(CC(c1ccc(OC(F)F)c(OCC2CC2)c1)N1C(=O)c2ccccc2C1=O)NO. As a reaction SMILES: [C:32]([c:33]1[nH:34][cH:35][cH:36][n:37]1)([c:38]1[nH:39][cH:40][cH:41][n:42]1)=[O:43].[CH:1]1([CH2:4][O:5][c:6]2[cH:7][c:8]([CH:16]([CH2:17][C:18](=[O:19])[OH:20])[N:21]3[C:22](=[O:31])[c:23]4[cH:24][cH:25][cH:26][cH:27][c:28]4[C:29]3=[O:30])[cH:9][cH:10][c:11]2[O:12][CH:13]([F:14])[F:15])[CH2:2][CH2:3]1.[ClH:46].[NH2:44][OH:45].[O:48]1[CH2:49][CH2:50][CH2:51][CH2:52]1.[OH2:47]>>[CH:1]1([CH2:4][O:5][c:6]2[cH:7][c:8]([CH:16]([CH2:17][C:18](=[O:19])[NH:44][OH:45])[N:21]3[C:22](=[O:31])[c:23]4[cH:24][cH:25][cH:26][cH:27][c:28]4[C:29]3=[O:30])[cH:9][cH:10][c:11]2[O:12][CH:13]([F:14])[F:15])[CH2:2][CH2:3]1. Starting materials: SCc1ccccc1, O=c1cc(Cl)cco1, [K+], [K+], O=C([O-])[O-], CN(C)C=O. Yields the product O=c1cc(SCc2ccccc2)cco1. As a reaction SMILES: [CH2:9]([c:10]1[cH:11][cH:12][cH:13][cH:14][cH:15]1)[SH:16].[Cl:1][c:2]1[cH:3][c:4](=[O:8])[o:5][cH:6][cH:7]1.[K+:17].[K+:18].[O-:19][C:20]([O-:21])=[O:22].[O:23]=[CH:24][N:25]([CH3:26])[CH3:27]>>[c:2]1([S:16][CH2:9][c:10]2[cH:11][cH:12][cH:13][cH:14][cH:15]2)[cH:3][c:4](=[O:8])[o:5][cH:6][cH:7]1.